Dataset: the Open Reaction Database (ORD), a public repository of structured organic reaction records. Task: describe an organic reaction: reactants, conditions, products, and yield The reactants are CC#N, O=C1C(Cl)=C(c2ccccc2)S(=O)(=O)N1Cc1ccc(OC(F)F)cc1, Nc1ccc(OC(F)F)cc1. Yields the product O=C1C(Nc2ccc(OC(F)F)cc2)=C(c2ccccc2)S(=O)(=O)N1Cc1ccc(OC(F)F)cc1. Reaction SMILES: [CH3:38][C:39]#[N:40].[Cl:1][C:2]1=[C:6]([c:7]2[cH:8][cH:9][cH:10][cH:11][cH:12]2)[S:5](=[O:13])(=[O:14])[N:4]([CH2:15][c:16]2[cH:17][cH:18][c:19]([O:22][CH:23]([F:24])[F:25])[cH:20][cH:21]2)[C:3]1=[O:26].[F:27][CH:28]([O:29][c:30]1[cH:31][cH:32][c:33]([NH2:34])[cH:35][cH:36]1)[F:37]>>[C:2]1([NH:34][c:33]2[cH:32][cH:31][c:30]([O:29][CH:28]([F:27])[F:37])[cH:36][cH:35]2)=[C:6]([c:7]2[cH:8][cH:9][cH:10][cH:11][cH:12]2)[S:5](=[O:13])(=[O:14])[N:4]([CH2:15][c:16]2[cH:17][cH:18][c:19]([O:22][CH:23]([F:24])[F:25])[cH:20][cH:21]2)[C:3]1=[O:26]. The reactants are CC(C)OC(Cc1cccc(CNC(=O)OCc2ccc(NC(=O)OC(C)(C)C)nc2)c1)C(=O)O, O=C(O)C(F)(F)F. Yields the product CC(C)OC(Cc1cccc(CNC(=O)OCc2ccc(N)nc2)c1)C(=O)O. Reaction SMILES: [C:1]([O:2][C:3](=[O:4])[NH:8][c:9]1[cH:10][cH:11][c:12]([CH2:15][O:16][C:17](=[O:18])[NH:19][CH2:20][c:21]2[cH:22][c:23]([CH2:27][CH:28]([C:29](=[O:30])[OH:31])[O:32][CH:33]([CH3:34])[CH3:35])[cH:24][cH:25][cH:26]2)[cH:13][n:14]1)([CH3:5])([CH3:6])[CH3:7].[OH:36][C:37]([C:38]([F:39])([F:40])[F:41])=[O:42]>>[NH2:8][c:9]1[cH:10][cH:11][c:12]([CH2:15][O:16][C:17](=[O:18])[NH:19][CH2:20][c:21]2[cH:22][c:23]([CH2:27][CH:28]([C:29](=[O:30])[OH:31])[O:32][CH:33]([CH3:34])[CH3:35])[cH:24][cH:25][cH:26]2)[cH:13][n:14]1. Starting materials: N1CCOCC1 (morpholine), C(C)(=O)O[BH-](OC(C)=O)OC(C)=O.[Na+] (sodium triacetoxyborohydride), C(CC=C)C1=CC(=NC(=N1)C1=C(C=CC=C1)C(F)(F)F)NC1=NNC2=NC=CC=C21 ([6-but-3-enyl-2-(2-trifluoromethyl-phenyl)-pyrimidin-4-yl]-(1H-pyrazolo[3,4-b]pyridin-3-yl)-amine), O=[O+][O-] (ozone), N1CCOCC1 (morpholine), C(C)(=O)O[BH-](OC(C)=O)OC(C)=O.[Na+] (sodium triacetoxyborohydride). The solvent is CO (methanol), O1CCCC1 (tetrahydrofuran). Reaction conditions: time 2 hour. The product is N1(CCOCC1)CCCC1=CC(=NC(=N1)C1=C(C=CC=C1)C(F)(F)F)NC1=NNC2=NC=CC=C21 ([6-(3-Morpholin-4-yl-propyl)-2-(2-trifluoromethyl-phenyl)pyrimidin-4-yl]-(1H-pyrazolo[3,4-b]pyridin-3-yl)-amine). Yield: 38.0%. As a reaction SMILES: [CH2:1]([C:5]1[N:10]=[C:9]([C:11]2[CH:16]=[CH:15][CH:14]=[CH:13][C:12]=2[C:17]([F:20])([F:19])[F:18])[N:8]=[C:7]([NH:21][C:22]2[C:30]3[C:25](=[N:26][CH:27]=[CH:28][CH:29]=3)[NH:24][N:23]=2)[CH:6]=1)[CH2:2][CH:3]=C.O=[O+][O-].[NH:34]1[CH2:39][CH2:38][O:37][CH2:36][CH2:35]1.C(O[BH-](OC(=O)C)OC(=O)C)(=O)C.[Na+]>CO.O1CCCC1>[N:34]1([CH2:3][CH2:2][CH2:1][C:5]2[N:10]=[C:9]([C:11]3[CH:16]=[CH:15][CH:14]=[CH:13][C:12]=3[C:17]([F:19])([F:18])[F:20])[N:8]=[C:7]([NH:21][C:22]3[C:30]4[C:25](=[N:26][CH:27]=[CH:28][CH:29]=4)[NH:24][N:23]=3)[CH:6]=2)[CH2:39][CH2:38][O:37][CH2:36][CH2:35]1 |f:3.4|. Reported procedure: A solution of [6-but-3-enyl-2-(2-trifluoromethyl-phenyl)-pyrimidin-4-yl]-(1H-pyrazolo[3,4-b]pyridin-3-yl)-amine (0.10 g, 0.25 mmol) in methanol (5 mL) and tetrahydrofuran (5 mL) at −78° C. was bubbled through with ozone for 5 minutes. To this mixture was added morpholine (0.05 mL, 0.56 mmol) and sodium triacetoxyborohydride (0.39 g, 1.85 mmol). The reaction was stirred at room temperature for 24 hours when additional morpholine (0.10 mL, 1.28 mmol) and sodium triacetoxyborohydride (0.39 g, 1.85 ... Reactants: Clc1nc(N2CCOCC2)c2sc(CBr)cc2n1, CC(C)(C)OC(=O)N1CC2CNCC2C1, O=C([O-])[O-], CCOC(C)=O, [K+], [K+], CN(C)C=O, O. The product is CC(C)(C)OC(=O)N1CC2CN(Cc3cc4nc(Cl)nc(N5CCOCC5)c4s3)CC2C1. RXN SMILES: [Br:1][CH2:2][c:3]1[cH:4][c:5]2[n:6][c:7]([Cl:18])[n:8][c:9]([N:12]3[CH2:13][CH2:14][O:15][CH2:16][CH2:17]3)[c:10]2[s:11]1.[C:19]([CH3:20])([CH3:21])([CH3:22])[O:23][C:24](=[O:25])[N:26]1[CH2:27][CH:28]2[CH2:29][NH:30][CH2:31][CH:32]2[CH2:33]1.[C:34](=[O:35])([O-:36])[O-:37].[CH3:46][CH2:47][O:48][C:49]([CH3:50])=[O:51].[K+:38].[K+:39].[O:40]=[CH:41][N:42]([CH3:43])[CH3:44].[OH2:45]>>[CH2:2]([c:3]1[cH:4][c:5]2[n:6][c:7]([Cl:18])[n:8][c:9]([N:12]3[CH2:13][CH2:14][O:15][CH2:16][CH2:17]3)[c:10]2[s:11]1)[N:30]1[CH2:29][CH:28]2[CH2:27][N:26]([C:24]([O:23][C:19]([CH3:20])([CH3:21])[CH3:22])=[O:25])[CH2:33][CH:32]2[CH2:31]1. Starting materials: CO, Cc1c(C(=O)C2CCCC2)oc2c(F)cc(F)cc12, O. Product: Cc1c(C(O)C2CCCC2)oc2c(F)cc(F)cc12. RXN SMILES: [CH3:21][OH:22].[CH:1]1([C:6](=[O:7])[c:8]2[o:9][c:10]3[c:11]([c:12]2[CH3:13])[cH:14][c:15]([F:19])[cH:16][c:17]3[F:18])[CH2:2][CH2:3][CH2:4][CH2:5]1.[OH2:20]>>[CH:1]1([CH:6]([OH:7])[c:8]2[o:9][c:10]3[c:11]([c:12]2[CH3:13])[cH:14][c:15]([F:19])[cH:16][c:17]3[F:18])[CH2:2][CH2:3][CH2:4][CH2:5]1. The reactants are O=C([O-])[O-], CCO, Cl, [K+], [K+], O, CC(=O)n1ncc2sc(-c3ccccc3)cc21. Yields the product c1ccc(-c2cc3[nH]ncc3s2)cc1. RXN SMILES: [C:22](=[O:23])([O-:24])[O-:25].[CH3:18][CH2:19][OH:20].[ClH:21].[K+:26].[K+:27].[OH2:28].[c:1]1(-[c:7]2[cH:8][c:9]3[n:10]([C:15](=[O:16])[CH3:17])[n:11][cH:12][c:13]3[s:14]2)[cH:2][cH:3][cH:4][cH:5][cH:6]1>>[c:1]1(-[c:7]2[cH:8][c:9]3[nH:10][n:11][cH:12][c:13]3[s:14]2)[cH:2][cH:3][cH:4][cH:5][cH:6]1. Reactants: CC(=O)CC(=O)c1ccccc1, Cc1oc(-c2ccccc2)nc1COc1ccc(CC(N)C(=O)O)cc1. Yields the product CC(=CC(=O)c1ccccc1)NC(Cc1ccc(OCc2nc(-c3ccccc3)oc2C)cc1)C(=O)O. Reaction SMILES: [C:27]([c:28]1[cH:29][cH:30][cH:31][cH:32][cH:33]1)(=[O:34])[CH2:35][C:36]([CH3:37])=[O:38].[NH2:1][CH:2]([C:3](=[O:4])[OH:5])[CH2:6][c:7]1[cH:8][cH:9][c:10]([O:13][CH2:14][c:15]2[n:16][c:17](-[c:21]3[cH:22][cH:23][cH:24][cH:25][cH:26]3)[o:18][c:19]2[CH3:20])[cH:11][cH:12]1>>[NH:1]([CH:2]([C:3](=[O:4])[OH:5])[CH2:6][c:7]1[cH:8][cH:9][c:10]([O:13][CH2:14][c:15]2[n:16][c:17](-[c:21]3[cH:22][cH:23][cH:24][cH:25][cH:26]3)[o:18][c:19]2[CH3:20])[cH:11][cH:12]1)[C:36](=[CH:35][C:27]([c:28]1[cH:29][cH:30][cH:31][cH:32][cH:33]1)=[O:34])[CH3:37]. The reactants are C(C1=CC=CC=C1)OC1=C(C(=C(C=C1)F)F)F (1-benzyloxy-2,3,4-trifluorobenzene), [Li+].CC(C)[N-]C(C)C (LDA), [Li]CCCC (n-BuLi), C(=O)=O (dry ice). Conditions: time 7.5 hour. Yields the product C(C1=CC=CC=C1)OC=1C(=C(C(=C(C(=O)O)C1)F)F)F (5-Benzoxy-2,3,4-trifluorobenzoic acid). As a reaction SMILES: [CH2:1]([O:8][C:9]1[CH:14]=[CH:13][C:12]([F:15])=[C:11]([F:16])[C:10]=1[F:17])[C:2]1[CH:7]=[CH:6][CH:5]=[CH:4][CH:3]=1.[Li+].CC([N-]C(C)C)C.[Li]CCCC.[C:31](=[O:33])=[O:32]>>[CH2:1]([O:8][C:9]1[C:10]([F:17])=[C:11]([F:16])[C:12]([F:15])=[C:13]([CH:14]=1)[C:31]([OH:33])=[O:32])[C:2]1[CH:3]=[CH:4][CH:5]=[CH:6][CH:7]=1 |f:1.2|. Procedure: To a solution of 1-benzyloxy-2,3,4-trifluorobenzene in appropriate inert solvent is added strong base (such as LDA, n-BuLi, LiHDMS) at low temperature (−50-−80° C., prefer −78° C.) under nitrogen atmosphere. The stirring is maintained at this temperature for several hours (0.5-12 h, prefer 0.5-2 h). The mixture is transferred to a bottle with dry ice and the resulting mixture is stirred for some time (such as 3-12 h, prefer 5-10 h). 5-Benzoxy-2,3,4-trifluorobenzoic acid is obtained after convent... Starting materials: C1CCOC1, COC(=O)C1CC(F)CN1C(=O)OC(C)(C)C. The product is CC(C)(C)OC(=O)N1CC(F)CC1CO. As a reaction SMILES: [CH2:18]1[O:19][CH2:20][CH2:21][CH2:22]1.[F:1][CH:2]1[CH2:3][CH:4]([C:14](=[O:15])[O:16][CH3:17])[N:5]([C:7](=[O:8])[O:9][C:10]([CH3:11])([CH3:12])[CH3:13])[CH2:6]1>>[F:1][CH:2]1[CH2:3][CH:4]([CH2:14][OH:15])[N:5]([C:7](=[O:8])[O:9][C:10]([CH3:11])([CH3:12])[CH3:13])[CH2:6]1.